From a dataset of the Open Reaction Database (ORD), a public repository of structured organic reaction records. describe an organic reaction: reactants, conditions, products, and yield Starting materials: C1(CCCC1)C(=O)N1CC(CC(C1)C1=CC=C(C=C1)CC)C(=O)O (1-(cyclopentylcarbonyl)-5-(4-ethylphenyl)piperidine-3-carboxylic acid), COC=1C=C(N)C=CC1 (3-methoxyaniline). The product is C1(CCCC1)C(=O)N1CC(CC(C1)C1=CC=C(C=C1)CC)C(=O)NC1=CC(=CC=C1)OC (1-(Cyclopentylcarbonyl)-5-(4-ethylphenyl)-N-(3-methoxyphenyl)piperidine-3-carboxamide). As a reaction SMILES: [CH:1]1([C:6]([N:8]2[CH2:13][CH:12]([C:14]3[CH:19]=[CH:18][C:17]([CH2:20][CH3:21])=[CH:16][CH:15]=3)[CH2:11][CH:10]([C:22](O)=[O:23])[CH2:9]2)=[O:7])[CH2:5][CH2:4][CH2:3][CH2:2]1.[CH3:25][O:26][C:27]1[CH:28]=[C:29]([CH:31]=[CH:32][CH:33]=1)[NH2:30]>>[CH:1]1([C:6]([N:8]2[CH2:13][CH:12]([C:14]3[CH:15]=[CH:16][C:17]([CH2:20][CH3:21])=[CH:18][CH:19]=3)[CH2:11][CH:10]([C:22]([NH:30][C:29]3[CH:31]=[CH:32][CH:33]=[C:27]([O:26][CH3:25])[CH:28]=3)=[O:23])[CH2:9]2)=[O:7])[CH2:2][CH2:3][CH2:4][CH2:5]1. Procedure: 66 mg (0.20 mmol) of 1-(cyclopentylcarbonyl)-5-(4-ethylphenyl)piperidine-3-carboxylic acid (Example 7A) and 27 mg (0.22 mmol, 1.1 eq.) of 3-methoxyaniline were reacted according to General Method 1. Yield: 52 mg (60% of theory) The reactants are COC(=O)C=1C(NC(=CC1C)C1=CC(=CC=C1)C(F)(F)F)=O (4-methyl-2-oxo-6-(3-trifluoromethyl-phenyl)-1,2-dihydro-pyridine-3-carboxylic acid methyl ester), C([O-])([O-])=O.[Cs+].[Cs+] (cesium carbonate), [I-].[K+] (potassium iodide), BrCCOCC1=CC=CC=C1 ((2-bromo-ethoxymethyl)-benzene). Run in CS(=O)C (DMSO). Conditions: time 16 hour. The product is COC(C1=C(N=C(C=C1C)C1=CC(=CC=C1)C(F)(F)F)OCCOCC1=CC=CC=C1)=O (2-(2-Benzyloxy-ethoxy)-4-methyl-6-(3-trifluoromethyl-phenyl)-nicotinic acid methyl ester). Isolated yield 81.9%. Reaction SMILES: [CH3:1][O:2][C:3]([C:5]1[C:6](=[O:22])[NH:7][C:8]([C:12]2[CH:17]=[CH:16][CH:15]=[C:14]([C:18]([F:21])([F:20])[F:19])[CH:13]=2)=[CH:9][C:10]=1[CH3:11])=[O:4].C(=O)([O-])[O-].[Cs+].[Cs+].[I-].[K+].Br[CH2:32][CH2:33][O:34][CH2:35][C:36]1[CH:41]=[CH:40][CH:39]=[CH:38][CH:37]=1>CS(C)=O>[CH3:1][O:2][C:3](=[O:4])[C:5]1[C:10]([CH3:11])=[CH:9][C:8]([C:12]2[CH:17]=[CH:16][CH:15]=[C:14]([C:18]([F:21])([F:19])[F:20])[CH:13]=2)=[N:7][C:6]=1[O:22][CH2:32][CH2:33][O:34][CH2:35][C:36]1[CH:41]=[CH:40][CH:39]=[CH:38][CH:37]=1 |f:1.2.3,4.5|. Procedure details: A solution of 0.62 g (2.0 mmol) of 4-methyl-2-oxo-6-(3-trifluoromethyl-phenyl)-1,2-dihydro-pyridine-3-carboxylic acid methyl ester in 10 ml of DMSO was treated at RT with 1.947 g (6.0 mmol) of cesium carbonate and 0.066 g (0.4 mmol) of potassium iodide. 0.38 ml=0.514 g (2.4 mmol) of (2-bromo-ethoxymethyl)-benzene was added drop by drop and the reaction mixture was stirred for 16 hours at RT. It was then poured into crashed ice and extracted three times with CH2Cl2; the organic phases were washed...